The task is: describe an organic reaction: reactants, conditions, products, and yield. This data is from the Open Reaction Database (ORD), a public repository of structured organic reaction records. The reactants are C1(=CC=CC2=CC=CC=C12)C(=O)O (1-naphthoic acid), C[Mg+].[Br-] (MeMgBr), solution, C1(=CC=CC2=CC=CC=C12)C(=O)C1=CNC2=CC=CC=C12 (3-(1-naphthoyl)-1H-indole). Run in S(=O)(Cl)Cl (thionyl chloride), C(C)OCC (diethylether). Run at temperature 0 celsius, time 3 hour. The product is CC=1NC2=CC=CC=C2C1C(=O)C1=CC=CC2=CC=CC=C12 ((2-methyl-1H-indol-3-yl)(naphthalen-1-yl) methanone). Yield: 1133.2%. Reaction SMILES: [C:1]1([C:11]([C:13]2[C:21]3[C:16](=[CH:17][CH:18]=[CH:19][CH:20]=3)[NH:15][CH:14]=2)=[O:12])[C:10]2[C:5](=[CH:6][CH:7]=[CH:8][CH:9]=2)[CH:4]=[CH:3][CH:2]=1.C[Mg+].[Br-].[C:25]1(C(O)=O)C2C(=CC=CC=2)C=CC=1>C(OCC)C.S(Cl)(Cl)=O>[CH3:25][C:14]1[NH:15][C:16]2[C:21]([C:13]=1[C:11]([C:1]1[C:10]3[C:5](=[CH:6][CH:7]=[CH:8][CH:9]=3)[CH:4]=[CH:3][CH:2]=1)=[O:12])=[CH:20][CH:19]=[CH:18][CH:17]=2 |f:1.2|. Procedure details: 2-Methylindole 1 (10 g, 76 3 mmol) was dissolved in diethylether (100 ml) under nitrogen atmosphere and cooled to 0° C. MeMgBr (3M) solution (26.7 ml, 80.15 mmol) was added dropwise and allowed to stir at room temperature for 3 hours. In the meantime, 1-naphthoic acid (13.13 g, 76 3 mmol) was dissolved in thionyl chloride (50 ml) and refluxed for 90 min, then the solvent was removed under vacuo and the residue was dissolved in diethylether (50 ml). The resulting solution was added dropwise to th... The reactants are CC(C)c1ccc(N)cc1, O, O=[N+]([O-])O, O=S(=O)(O)O. Product: CC(C)c1ccc(N)cc1[N+](=O)[O-]. Reaction SMILES: [CH:1]([CH3:2])([CH3:3])[c:4]1[cH:5][cH:6][c:7]([NH2:8])[cH:9][cH:10]1.[OH2:15].[OH:11][N+:12]([O-:13])=[O:14].[S:16](=[O:17])(=[O:18])([OH:19])[OH:20]>>[CH:1]([CH3:2])([CH3:3])[c:4]1[c:5]([N+:12](=[O:11])[O-:13])[cH:6][c:7]([NH2:8])[cH:9][cH:10]1.